The task is: describe an organic reaction: reactants, conditions, products, and yield. This data is from the Open Reaction Database (ORD), a public repository of structured organic reaction records. The reactants are C(O)([O-])=O.[Na+] (sodium hydrogen carbonate), C(#N)[BH3-].[Na+] (sodium cyanoborohydride), C(#N)[BH3-].[Na+] (sodium cyanoborohydride), Cl.NC1CCN(CC1)CCN1C(C=CC2=NC=C(C=C12)OC)=O (1-(2-(4-aminopiperidin-1-yl)ethyl)-7-methoxy-1,5-naphthyridin-2(1H)-one hydrochloride), C[O-].[Na+].CO (sodium methoxide methanol), C(C)C=1C=CC(=NC1)C=O (5-ethylpyridine-2-carbaldehyde). Run in C(Cl)(Cl)Cl (chloroform), CO (methanol), C(C)(=O)O (acetic acid). Conditions: time 3 hour. Yields the product C(C)C=1C=CC(=NC1)CNC1CCN(CC1)CCN1C(C=CC2=NC=C(C=C12)OC)=O (1-(2-(4-(((5-ethylpyridin-2-yl)methyl)amino)piperidin-1-yl)ethyl)-7-methoxy-1,5-naphthyridin-2(1H)-one). Yield: 72.9%. As a reaction SMILES: Cl.[NH2:2][CH:3]1[CH2:8][CH2:7][N:6]([CH2:9][CH2:10][N:11]2[C:20]3[C:15](=[N:16][CH:17]=[C:18]([O:21][CH3:22])[CH:19]=3)[CH:14]=[CH:13][C:12]2=[O:23])[CH2:5][CH2:4]1.C[O-].[Na+].CO.[CH2:29]([C:31]1[CH:32]=[CH:33][C:34]([CH:37]=O)=[N:35][CH:36]=1)[CH3:30].C([BH3-])#N.[Na+].C(=O)([O-])O.[Na+]>CO.C(Cl)(Cl)Cl.C(O)(=O)C>[CH2:29]([C:31]1[CH:32]=[CH:33][C:34]([CH2:37][NH:2][CH:3]2[CH2:4][CH2:5][N:6]([CH2:9][CH2:10][N:11]3[C:20]4[C:15](=[N:16][CH:17]=[C:18]([O:21][CH3:22])[CH:19]=4)[CH:14]=[CH:13][C:12]3=[O:23])[CH2:7][CH2:8]2)=[N:35][CH:36]=1)[CH3:30] |f:0.1,2.3.4,6.7,8.9|. Reported procedure: To a suspension of 0.20 g of 1-(2-(4-aminopiperidin-1-yl)ethyl)-7-methoxy-1,5-naphthyridin-2(1H)-one hydrochloride in 2 mL of methanol, 0.28 g of a 28% sodium methoxide/methanol solution, 66 mg of 5-ethylpyridine-2-carbaldehyde and 28 μL of acetic acid were added. Then, 61 mg of sodium cyanoborohydride was added thereto and the mixture was stirred at room temperature for 3 hours. Thereto was further added 31 mg of sodium cyanoborohydride, and the mixture was stirred at room temperature for 1 hou... Starting materials: C1(CCC1)N (Cyclobutylamine), C(C)(=O)O (acetic acid), C(#N)[BH3-].[Na+] (sodium cyanoborohydride), C(C)OC(C(CCC(C)C)(C)C=O)=O (rac-2-formyl-2,5-dimethyl-hexanoic acid ethyl ester). The solvent is C(C)O (ethanol). Run at temperature 25 celsius, time 18 hour. The product is C(C)OC(C(CCC(C)C)(C)CNC1CCC1)=O (rac-2-cyclobutylaminomethyl-2,5-dimethyl-hexanoic acid ethyl ester). The yield is 47.8%. As a reaction SMILES: [CH:1]1([NH2:5])[CH2:4][CH2:3][CH2:2]1.C(O)(=O)C.C([BH3-])#N.[Na+].[CH2:14]([O:16][C:17](=[O:27])[C:18]([CH:25]=O)([CH3:24])[CH2:19][CH2:20][CH:21]([CH3:23])[CH3:22])[CH3:15]>C(O)C>[CH2:14]([O:16][C:17](=[O:27])[C:18]([CH2:24][NH:5][CH:1]1[CH2:4][CH2:3][CH2:2]1)([CH3:25])[CH2:19][CH2:20][CH:21]([CH3:22])[CH3:23])[CH3:15] |f:2.3|. Procedure: Cyclobutylamine (1.23 mL, 14.4 mmol), glacial acetic acid (1.5 mL), and sodium cyanoborohydride (1.81 g, 28.8 mmol) were added sequentially to a solution of crude rac-2-formyl-2,5-dimethyl-hexanoic acid ethyl ester (prepared as described in Example 19c; 2.88 g, 14.4 mmol) in ethanol (40 mL) at 25° C. The mixture was stirred at 25° C. for 18 h, and then was concentrated in vacuo. The residue was partitioned between half-saturated aqueous sodium bicarbonate solution (150 mL) and ethyl acetate (2×1... RXN SMILES: [Br:7][CH2:8][CH2:9][CH2:10][CH2:11][OH:12].[CH2:1]1[CH2:2][O:3][CH:4]=[CH:5][CH2:6]1.[Cl:25][CH2:26][Cl:27].[OH2:13].[c:14]1([CH3:15])[cH:16][cH:17][c:18]([S:19]([OH:20])(=[O:21])=[O:22])[cH:23][cH:24]1>>[CH2:1]1[CH2:2][O:3][CH:4]([O:12][CH2:11][CH2:10][CH2:9][CH2:8][Br:7])[CH2:5][CH2:6]1. Starting materials: OCCCCBr, C1=COCCC1, ClCCl, O, Cc1ccc(S(=O)(=O)O)cc1. Yields the product BrCCCCOC1CCCCO1. Reactants: BrC1=C(C=CC=C1)O (2-bromophenol), BrCCO (2-bromoethanol), C([O-])([O-])=O.[K+].[K+] (potassium carbonate). The solvent is CN(C=O)C (N,N-dimethylformamide). Reaction conditions: temperature 100 celsius, time 2.5 hour. Product: BrC1=C(OCCO)C=CC=C1 (2-(2-Bromophenoxy)ethanol). Reaction SMILES: [Br:1][C:2]1[CH:7]=[CH:6][CH:5]=[CH:4][C:3]=1[OH:8].Br[CH2:10][CH2:11][OH:12].C(=O)([O-])[O-].[K+].[K+]>CN(C)C=O>[Br:1][C:2]1[CH:7]=[CH:6][CH:5]=[CH:4][C:3]=1[O:8][CH2:10][CH2:11][OH:12] |f:2.3.4|. Procedure: In a nitrogen atmosphere, 2-bromophenol 5.0 g, 2-bromoethanol 5.42 g, and potassium carbonate 12.0 g were added to N,N-dimethylformamide 30 ml, and the mixture was stirred at 100° C. After about 2.5 hours, the reaction mixture was cooled to room temperature and partitioned by adding water and diethyl ether. The organic layer was washed with water and then with brine, dried over magnesium sulfate anhydride and evaporated. The residue was purified by silica gel column chromatography (hexane/ethyl ... The reactants are ClC1=C(N)C=CC(=C1)C1=CC=NC=C1 (2-chloro-4-(pyridin-4-yl)aniline), NC=1C=C2C(=CNC2=CC1)C1CCN(CC1)C (5-Amino-3-(1-methylpiperidin-4-yl)-1H-indole), ClC(Cl)(OC(OC(Cl)(Cl)Cl)=O)Cl (triphosgene). Run in C(C)N(CC)CC (triethylamine). Product: ClC1=C(C=CC(=C1)C1=CC=NC=C1)NC(=O)NC=1C=C2C(=CNC2=CC1)C1CCN(CC1)C (N-[2-Chloro-4-(pyridin-4-yl)phenyl]-N′-[3-(1-methylpiperidin-4-yl)indol-5-yl]-urea), solid. RXN SMILES: [Cl:1][C:2]1[CH:8]=[C:7]([C:9]2[CH:14]=[CH:13][N:12]=[CH:11][CH:10]=2)[CH:6]=[CH:5][C:3]=1[NH2:4].[NH2:15][C:16]1[CH:17]=[C:18]2[C:22](=[CH:23][CH:24]=1)[NH:21][CH:20]=[C:19]2[CH:25]1[CH2:30][CH2:29][N:28]([CH3:31])[CH2:27][CH2:26]1.Cl[C:33](Cl)([O:35]C(=O)OC(Cl)(Cl)Cl)Cl>C(N(CC)CC)C>[Cl:1][C:2]1[CH:8]=[C:7]([C:9]2[CH:10]=[CH:11][N:12]=[CH:13][CH:14]=2)[CH:6]=[CH:5][C:3]=1[NH:4][C:33]([NH:15][C:16]1[CH:17]=[C:18]2[C:22](=[CH:23][CH:24]=1)[NH:21][CH:20]=[C:19]2[CH:25]1[CH2:30][CH2:29][N:28]([CH3:31])[CH2:27][CH2:26]1)=[O:35]. Procedure details: The title compound was prepared in a similar manner to Example 1 from 2-chloro-4-(pyridin-4-yl)aniline (D11, 0.18 g, 0.88 mmole), 5-amino-3-(1-methylpiperidin-4-yl)-1H-indole (D2, 0.15 g, 0.66 mmole), triphosgene (0.10 g, 0.34 mmole) and triethylamine (0.3 ml). This was obtained as a pink-white solid (0.20 g). The product is O=C1CSC2C(NC(=O)Cc3ccccc3)C(=O)N2C1. The reactants are ClCCl, Cl, C1CCOC1, O=[Cr](=O)=O, O=C(Cc1ccccc1)NC1C(=O)N2CC(O)CSC12, c1ccncc1. Reaction SMILES: [CH2:37]([Cl:38])[Cl:39].[ClH:36].[O:21]1[CH2:22][CH2:23][CH2:24][CH2:25]1.[O:26]=[Cr:27](=[O:28])=[O:29].[OH:1][CH:2]1[CH2:3][S:4][CH:5]2[N:6]([CH2:7]1)[C:8](=[O:20])[CH:9]2[NH:10][C:11]([CH2:12][c:13]1[cH:14][cH:15][cH:16][cH:17][cH:18]1)=[O:19].[cH:30]1[cH:31][cH:32][n:33][cH:34][cH:35]1>>[O:1]=[C:2]1[CH2:3][S:4][CH:5]2[N:6]([CH2:7]1)[C:8](=[O:20])[CH:9]2[NH:10][C:11]([CH2:12][c:13]1[cH:14][cH:15][cH:16][cH:17][cH:18]1)=[O:19].